Task: describe an organic reaction: reactants, conditions, products, and yield. Dataset: the Open Reaction Database (ORD), a public repository of structured organic reaction records Reactants: NC=1SC=C(N1)C1=CC=CC=C1 (2-amino-4-phenylthiazole), C(CCC)OC(=O)C#CC(=O)OCCCC (acetylene dicarboxylic acid di-n-butyl ester). Solvent: C(C)O (ethanol). Reaction conditions: time 2 day. The product is C(CCC)OC(=O)C1=CC(N=C2N1C(=CS2)C2=CC=CC=C2)=O (3-phenyl-7H-thiazolo-[3,2-a]-pyrimidin-7-one-5-carboxylic acid n-butyl ester). Reaction SMILES: [NH2:1][C:2]1[S:3][CH:4]=[C:5]([C:7]2[CH:12]=[CH:11][CH:10]=[CH:9][CH:8]=2)[N:6]=1.[CH2:13]([O:17][C:18]([C:20]#[C:21][C:22](OCCCC)=[O:23])=[O:19])[CH2:14][CH2:15][CH3:16]>C(O)C>[CH2:13]([O:17][C:18]([C:20]1[N:6]2[C:5]([C:7]3[CH:12]=[CH:11][CH:10]=[CH:9][CH:8]=3)=[CH:4][S:3][C:2]2=[N:1][C:22](=[O:23])[CH:21]=1)=[O:19])[CH2:14][CH2:15][CH3:16]. Reported procedure: A mixture of 8.8 g of 2-amino-4-phenylthiazole, 50 ml of absolute ethanol and 11.3 g of acetylene dicarboxylic acid di-n-butyl ester is heated to 50° to 60° C. for about 10 minutes. After standing for 2 days at room temperature the solution is evaporated to dryness. The residue is dissolved in ethyl acetate, filtered and the filtrate is mixed with an equal volume of ether. The precipitate is filtered off. 3-phenyl-7H-thiazolo-[3,2-a]-pyrimidin-7-one-5-carboxylic acid n-butyl ester is thus obtain...